This data is from the Open Reaction Database (ORD), a public repository of structured organic reaction records. The task is: describe an organic reaction: reactants, conditions, products, and yield Reported procedure: To a solution of dimethyl 4-benzyloxy-1-(2-oxopropyl)-1H-pyrazole-3,5-dicarboxylate (80 mg, 0.231 mmol) in anhydrous CH2Cl2 were added methylamine (173 μL, 2.0M in THF), sodium triacetoxyborohydride (98 mg, 0.462 mmol), and AcOH (20 μL, 0.346 mmol). The reaction was stirred at room temperature overnight. Toluene was added to replace the evaporated solvent, and the mixture was heated to 110° C. for 3 h. The solvent was removed in vacuo, and purification was achieved by reverse phase chromatograph... Product: C(C1=CC=CC=C1)OC=1C(=NN2C1C(N(C(C2)C)C)=O)C(=O)OC (Methyl 3-benzyloxy-5,6-dimethyl-4-oxo-4,5,6,7-tetrahydropyrazolo[1,5-a]pyrazine-2-carboxylate). Run in C1(=CC=CC=C1)C (Toluene), C(Cl)Cl (CH2Cl2). RXN SMILES: [CH2:1]([O:8][C:9]1[C:10]([C:22]([O:24][CH3:25])=[O:23])=[N:11][N:12]([CH2:18][C:19](=O)[CH3:20])[C:13]=1[C:14](OC)=[O:15])[C:2]1[CH:7]=[CH:6][CH:5]=[CH:4][CH:3]=1.[CH3:26][NH2:27].C(O[BH-](OC(=O)C)OC(=O)C)(=O)C.[Na+].CC(O)=O>C(Cl)Cl.C1(C)C=CC=CC=1>[CH2:1]([O:8][C:9]1[C:10]([C:22]([O:24][CH3:25])=[O:23])=[N:11][N:12]2[CH2:18][CH:19]([CH3:20])[N:27]([CH3:26])[C:14](=[O:15])[C:13]=12)[C:2]1[CH:7]=[CH:6][CH:5]=[CH:4][CH:3]=1 |f:2.3|. Reactants: C(C1=CC=CC=C1)OC=1C(=NN(C1C(=O)OC)CC(C)=O)C(=O)OC (dimethyl 4-benzyloxy-1-(2-oxopropyl)-1H-pyrazole-3,5-dicarboxylate), CN (methylamine), C(C)(=O)O[BH-](OC(C)=O)OC(C)=O.[Na+] (sodium triacetoxyborohydride), CC(=O)O (AcOH). Reaction conditions: time 8 hour. The reactants are C, CO, COc1ccc(-c2[nH]c(-c3cccc([N+](=O)[O-])c3)nc2C(=O)Nc2nccs2)cc1, Cl, C1COCCO1, O, [Pd]. Yields the product COc1ccc(-c2[nH]c(-c3cccc(N)c3)nc2C(=O)Nc2nccs2)cc1, Cl. RXN SMILES: [C:35].[CH3:33][OH:34].[CH3:3][O:4][c:5]1[cH:6][cH:7][c:8](-[c:11]2[c:12]([C:25](=[O:26])[NH:27][c:28]3[s:29][cH:30][cH:31][n:32]3)[n:13][c:14](-[c:16]3[cH:17][c:18]([N+:22]([O-:23])=[O:24])[cH:19][cH:20][cH:21]3)[nH:15]2)[cH:9][cH:10]1.[ClH:2].[O:37]1[CH2:38][CH2:39][O:40][CH2:41][CH2:42]1.[OH2:1].[Pd:36]>>[CH3:3][O:4][c:5]1[cH:6][cH:7][c:8](-[c:11]2[c:12]([C:25](=[O:26])[NH:27][c:28]3[s:29][cH:30][cH:31][n:32]3)[n:13][c:14](-[c:16]3[cH:17][c:18]([NH2:22])[cH:19][cH:20][cH:21]3)[nH:15]2)[cH:9][cH:10]1.[ClH:2]. The reactants are OC(=O)C(F)(F)F.FC1=C(C=CC(=C1)F)[C@H](C1CCN(CC1)C=1N=C2C(=NC1NC(C)C)CNCC2)F ((S)-2-(4-((2,4-difluorophenyl)fluoromethyl)piperidin-1-yl)-N-isopropyl-5,6,7,8-tetrahydropyrido[3,4-b]pyrazin-3-amine TFA salt), C(C)(=O)OC(C)=O (acetic anhydride), N1=CC=CC=C1 (pyridine). Solvent: C(Cl)Cl (DCM). Product: FC1=C(C=CC(=C1)F)[C@H](C1CCN(CC1)C=1N=C2C(=NC1NC(C)C)CN(CC2)C(C)=O)F ((S)-1-(2-(4-((2,4-difluorophenyl)fluoromethyl)piperidin-1-yl)-3-(isopropylamino)-7,8-dihydropyrido[3,4-b]pyrazin-6(5H)-yl)ethan-1-one). Reaction SMILES: [OH:1][C:2]([C:4](F)(F)F)=O.[F:8][C:9]1[CH:14]=[C:13]([F:15])[CH:12]=[CH:11][C:10]=1[C@@H:16]([F:37])[CH:17]1[CH2:22][CH2:21][N:20]([C:23]2[N:24]=[C:25]3[CH2:36][CH2:35][NH:34][CH2:33][C:26]3=[N:27][C:28]=2[NH:29][CH:30]([CH3:32])[CH3:31])[CH2:19][CH2:18]1.C(OC(=O)C)(=O)C.N1C=CC=CC=1>C(Cl)Cl>[F:8][C:9]1[CH:14]=[C:13]([F:15])[CH:12]=[CH:11][C:10]=1[C@@H:16]([F:37])[CH:17]1[CH2:22][CH2:21][N:20]([C:23]2[N:24]=[C:25]3[CH2:36][CH2:35][N:34]([C:2](=[O:1])[CH3:4])[CH2:33][C:26]3=[N:27][C:28]=2[NH:29][CH:30]([CH3:32])[CH3:31])[CH2:19][CH2:18]1 |f:0.1|. Reported procedure: A solution of (S)-2-(4-((2,4-difluorophenyl)fluoromethyl)piperidin-1-yl)-N-isopropyl-5,6,7,8-tetrahydropyrido[3,4-b]pyrazin-3-amine TFA salt (56.0 mg, 0.105 mmol) in DCM (1.05 mL) at 0° C. was treated with acetic anhydride (19.8 μL, 0.210 mmol) and pyridine (25.5 μL, 0.315 mmol). The reaction mixture was concentrated under reduced pressure, taken up in MeOH, filtered, and purified by HPLC Method B. Fractions containing product were concentrated under reduced pressure. The material was repurified... Starting materials: CCOC(C)=O, CO, O=C[O-], COc1ccc(Cn2ncc(N3CCOCC3)c(Cl)c2=O)cc1, [NH4+]. Yields the product COc1ccc(Cn2ncc(N3CCOCC3)cc2=O)cc1. RXN SMILES: [CH3:28][CH2:29][O:30][C:31](=[O:32])[CH3:33].[CH3:34][OH:35].[CH:24]([O-:25])=[O:26].[Cl:1][c:2]1[c:3](=[O:23])[n:4]([CH2:14][c:15]2[cH:16][cH:17][c:18]([O:21][CH3:22])[cH:19][cH:20]2)[n:5][cH:6][c:7]1[N:8]1[CH2:9][CH2:10][O:11][CH2:12][CH2:13]1.[NH4+:27]>>[cH:2]1[c:3](=[O:23])[n:4]([CH2:14][c:15]2[cH:16][cH:17][c:18]([O:21][CH3:22])[cH:19][cH:20]2)[n:5][cH:6][c:7]1[N:8]1[CH2:9][CH2:10][O:11][CH2:12][CH2:13]1. Starting materials: CSc1sc(C(=N)NC(=O)OC(C)(C)C)cc1S(=O)(=O)c1cccc(Br)c1, O=C([O-])[O-], Cc1ccccc1, CCO, C=Cc1ccccc1B(O)O, [Na+], [Na+], c1ccc(P(c2ccccc2)(c2ccccc2)[Pd](P(c2ccccc2)(c2ccccc2)c2ccccc2)(P(c2ccccc2)(c2ccccc2)c2ccccc2)P(c2ccccc2)(c2ccccc2)c2ccccc2)cc1. Yields the product C=Cc1ccccc1-c1cccc(S(=O)(=O)c2cc(C(=N)NC(=O)OC(C)(C)C)sc2SC)c1. RXN SMILES: [C:12]([CH3:13])([CH3:14])([CH3:15])[O:16][C:17]([NH:18][C:19](=[NH:20])[c:21]1[s:22][c:23]([S:36][CH3:37])[c:24]([S:26](=[O:27])(=[O:28])[c:29]2[cH:30][c:31]([Br:35])[cH:32][cH:33][cH:34]2)[cH:25]1)=[O:38].[C:39](=[O:40])([O-:41])[O-:42].[CH3:122][c:123]1[cH:124][cH:125][cH:126][cH:127][cH:128]1.[CH3:129][CH2:130][OH:131].[CH:1](=[CH2:2])[c:3]1[c:4]([B:9]([OH:10])[OH:11])[cH:5][cH:6][cH:7][cH:8]1.[Na+:43].[Na+:44].[cH:45]1[cH:46][cH:47][c:48]([P:49]([Pd:50]([P:51]([c:52]2[cH:53][cH:54][cH:55][cH:56][cH:57]2)([c:58]2[cH:59][cH:60][cH:61][cH:62][cH:63]2)[c:64]2[cH:65][cH:66][cH:67][cH:68][cH:69]2)([P:70]([c:71]2[cH:72][cH:73][cH:74][cH:75][cH:76]2)([c:77]2[cH:78][cH:79][cH:80][cH:81][cH:82]2)[c:83]2[cH:84][cH:85][cH:86][cH:87][cH:88]2)[P:89]([c:90]2[cH:91][cH:92][cH:93][cH:94][cH:95]2)([c:96]2[cH:97][cH:98][cH:99][cH:100][cH:101]2)[c:102]2[cH:103][cH:104][cH:105][cH:106][cH:107]2)([c:108]2[cH:109][cH:110][cH:111][cH:112][cH:113]2)[c:114]2[cH:115][cH:116][cH:117][cH:118][cH:119]2)[cH:120][cH:121]1>>[CH:1](=[CH2:2])[c:3]1[c:4](-[c:31]2[cH:30][c:29]([S:26]([c:24]3[c:23]([S:36][CH3:37])[s:22][c:21]([C:19]([NH:18][C:17]([O:16][C:12]([CH3:13])([CH3:14])[CH3:15])=[O:38])=[NH:20])[cH:25]3)(=[O:27])=[O:28])[cH:34][cH:33][cH:32]2)[cH:5][cH:6][cH:7][cH:8]1. Starting materials: [BH3-]C#N.[Na+] (NaBH3CN), C(C=O)(=O)OCC (ethyl glyoxylate), CC(=O)O (AcOH), NCCCN1CCN(CC1)C (4-(3-aminopropyl)-1-methylpiperazine). The solvent is CO (MeOH), C(=O)(O)[O-].[Na+] (NaHCO3). Reaction conditions: time 15 minute. The product is C(C)OC(CNCCCN1CCN(CC1)C)=O ([3-(4-Methyl-piperazin-1-yl)propylamino]acetic acid ethyl ester). Isolated yield 37.2%. RXN SMILES: [NH2:1][CH2:2][CH2:3][CH2:4][N:5]1[CH2:10][CH2:9][N:8]([CH3:11])[CH2:7][CH2:6]1.[C:12]([O:16][CH2:17][CH3:18])(=[O:15])[CH:13]=O.CC(O)=O.[BH3-]C#N.[Na+]>CO.C([O-])(O)=O.[Na+]>[CH2:17]([O:16][C:12](=[O:15])[CH2:13][NH:1][CH2:2][CH2:3][CH2:4][N:5]1[CH2:6][CH2:7][N:8]([CH3:11])[CH2:9][CH2:10]1)[CH3:18] |f:3.4,6.7|. Procedure: A solution of 4-(3-aminopropyl)-1-methylpiperazine (3.1 mL, 20 mmol) in MeOH (50 mL) was cooled in an ice bath and treated with ethyl glyoxylate (50% solution in toluene, 5.6 mL, 27 mmol) and AcOH (3 mL). After stirring for 15 min, NaBH3CN (1.37 g, 21.8 mmol) was added and the mixture was allowed to stir for 7 h while slowly warming to room temperature. The mixture was diluted with saturated aqueous NaHCO3 (150 mL) and then extracted with EtOAc (3×100 mL) followed by CH2Cl2 (3×100 mL). The combi...